Dataset: the Open Reaction Database (ORD), a public repository of structured organic reaction records. Task: describe an organic reaction: reactants, conditions, products, and yield Reactants: NC1=NC(=C(C(=N1)C=1OC=CC1)C#N)S(=O)(=O)C (2-amino-4-furan-2-yl-6-methanesulfonyl-pyrimidine-5-carbonitrile), OCC1=NC=CC=C1 (2-(hydroxymethyl)pyridine), C1CCC2=NCCCN2CC1 (DBU). The solvent is COCCOC (DME). Product: NC1=NC(=C(C(=N1)C=1OC=CC1)C#N)OCC1=NC=CC=C1 (2-Amino-4-furan-2-yl-6-(pyridin-2-ylmethoxy)-pyrimidine-5-carbonitrile). Reaction SMILES: [NH2:1][C:2]1[N:7]=[C:6]([C:8]2[O:9][CH:10]=[CH:11][CH:12]=2)[C:5]([C:13]#[N:14])=[C:4](S(C)(=O)=O)[N:3]=1.[OH:19][CH2:20][C:21]1[CH:26]=[CH:25][CH:24]=[CH:23][N:22]=1.C1CCN2C(=NCCC2)CC1>COCCOC>[NH2:1][C:2]1[N:7]=[C:6]([C:8]2[O:9][CH:10]=[CH:11][CH:12]=2)[C:5]([C:13]#[N:14])=[C:4]([O:19][CH2:20][C:21]2[CH:26]=[CH:25][CH:24]=[CH:23][N:22]=2)[N:3]=1. Procedure: From 2-amino-4-furan-2-yl-6-methanesulfonyl-pyrimidine-5-carbonitrile, 2-(hydroxymethyl)pyridine and DBU in DME. ES-MS m/e (%): 294 (M+H+, 100).